Dataset: the Open Reaction Database (ORD), a public repository of structured organic reaction records. Task: describe an organic reaction: reactants, conditions, products, and yield The reactants are OCc1c[nH]c(Cc2ccccc2)n1, ClC(Cl)Cl. Yields the product O=Cc1c[nH]c(Cc2ccccc2)n1. As a reaction SMILES: [CH2:1]([c:2]1[cH:3][cH:4][cH:5][cH:6][cH:7]1)[c:8]1[nH:9][cH:10][c:11]([CH2:13][OH:14])[n:12]1.[CH:15]([Cl:16])([Cl:17])[Cl:18]>>[CH2:1]([c:2]1[cH:3][cH:4][cH:5][cH:6][cH:7]1)[c:8]1[nH:9][cH:10][c:11]([CH:13]=[O:14])[n:12]1. Starting materials: CN(C=1C=C(C=CC1)CO)C ((3-(dimethylamino)phenyl)methanol), N1N=CC=C1 (pyrazole), CC1(OB(OC1(C)C)C=1C=NNC1)C (4-(4,4,5,5-tetramethyl-1,3,2-dioxaborolan-2-yl)-1H-pyrazole). The product is [C@H]12[C@@H](C[C@H](C=C1)C2)CN2N=CC=C2 (1-((1R,2R,4R)-bicyclo[2.2.1]hept-5-en-2-ylmethyl)-1H-pyrazole). As a reaction SMILES: CN(C)[C:3]1[CH:4]=[C:5]([CH2:9]O)[CH:6]=[CH:7][CH:8]=1.[NH:12]1[CH:16]=[CH:15][CH:14]=[N:13]1.[CH3:17]C1(C)C(C)(C)OB(C2C=NNC=2)O1>>[C@@H:8]12[CH2:9][C@@H:5]([CH:6]=[CH:7]1)[CH2:4][C@H:3]2[CH2:17][N:12]1[CH:16]=[CH:15][CH:14]=[N:13]1. Reported procedure: The title compound was prepared by substituting (1R,2R,4R)-bicyclo[2.2.1]hept-5-en-2-ylmethanol for (3-(dimethylamino)phenyl)methanol and pyrazole for 4-(4,4,5,5-tetramethyl-1,3,2-dioxaborolan-2-yl)-1H-pyrazole in EXAMPLE 34A. Starting materials: CN1CCC(CC(N)C(=O)N2CCN(C3CCN(C)CC3)CC2)CC1, O=C(O)c1cc2cc(Cl)ccc2[nH]1, Cl, Cl, Cl, Cl. Yields the product CN1CCC(CC(NC(=O)c2cc3cc(Cl)ccc3[nH]2)C(=O)N2CCN(C3CCN(C)CC3)CC2)CC1. RXN SMILES: [CH3:5][N:6]1[CH2:7][CH2:8][CH:9]([CH2:12][CH:13]([NH2:14])[C:15](=[O:16])[N:17]2[CH2:18][CH2:19][N:20]([CH:23]3[CH2:24][CH2:25][N:26]([CH3:29])[CH2:27][CH2:28]3)[CH2:21][CH2:22]2)[CH2:10][CH2:11]1.[Cl:30][c:31]1[cH:32][c:33]2[cH:34][c:35]([C:40](=[O:41])[OH:42])[nH:36][c:37]2[cH:38][cH:39]1.[ClH:1].[ClH:2].[ClH:3].[ClH:4]>>[CH3:5][N:6]1[CH2:7][CH2:8][CH:9]([CH2:12][CH:13]([NH:14][C:40]([c:35]2[cH:34][c:33]3[cH:32][c:31]([Cl:30])[cH:39][cH:38][c:37]3[nH:36]2)=[O:41])[C:15](=[O:16])[N:17]2[CH2:18][CH2:19][N:20]([CH:23]3[CH2:24][CH2:25][N:26]([CH3:29])[CH2:27][CH2:28]3)[CH2:21][CH2:22]2)[CH2:10][CH2:11]1. Starting materials: NC(=O)CCC(=O)NBr, C=C(OCC)c1ccc(CC(CCO)NC(=O)OC(C)(C)C)cc1, C1CCOC1, O. The product is CC(C)(C)OC(=O)NC(CCO)Cc1ccc(C(=O)CBr)cc1. RXN SMILES: [Br:25][NH:26][C:27](=[O:28])[CH2:29][CH2:30][C:31]([NH2:32])=[O:33].[CH2:1]([CH3:2])[O:3][C:4](=[CH2:5])[c:6]1[cH:7][cH:8][c:9]([CH2:12][CH:13]([CH2:14][CH2:15][OH:16])[NH:17][C:18]([O:19][C:20]([CH3:21])([CH3:22])[CH3:23])=[O:24])[cH:10][cH:11]1.[O:34]1[CH2:35][CH2:36][CH2:37][CH2:38]1.[OH2:39]>>[CH2:3]([C:4](=[O:5])[c:6]1[cH:7][cH:8][c:9]([CH2:12][CH:13]([CH2:14][CH2:15][OH:16])[NH:17][C:18]([O:19][C:20]([CH3:21])([CH3:22])[CH3:23])=[O:24])[cH:10][cH:11]1)[Br:25]. Reactants: O=c1[nH]ncn1-c1ccc(C(F)(F)F)cc1, CC(O)C1(c2ccc(F)cc2F)CO1. Yields the product CC(n1ncn(-c2ccc(C(F)(F)F)cc2)c1=O)C1(c2ccc(F)cc2F)CO1. RXN SMILES: [F:15][C:16]([c:17]1[cH:18][cH:19][c:20](-[n:23]2[c:24](=[O:28])[nH:25][n:26][cH:27]2)[cH:21][cH:22]1)([F:29])[F:30].[F:1][c:2]1[c:3]([C:9]2([CH:12]([CH3:13])[OH:14])[O:10][CH2:11]2)[cH:4][cH:5][c:6]([F:8])[cH:7]1>>[F:1][c:2]1[c:3]([C:9]2([CH:12]([CH3:13])[n:25]3[c:24](=[O:28])[n:23](-[c:20]4[cH:19][cH:18][c:17]([C:16]([F:15])([F:29])[F:30])[cH:22][cH:21]4)[cH:27][n:26]3)[O:10][CH2:11]2)[cH:4][cH:5][c:6]([F:8])[cH:7]1.